From a dataset of the Open Reaction Database (ORD), a public repository of structured organic reaction records. describe an organic reaction: reactants, conditions, products, and yield Starting materials: C[Al](C)C (trimethylaluminium), [NH4+].[Cl-] (NH4Cl), ClC1=CC=C(C=C1)C1(CCCC1)CC#N ([1-(4-chlorophenyl)-cyclopentyl]-acetonitrile). The solvent is C1(=CC=CC=C1)C (toluene), C1(=CC=CC=C1)C (toluene). Conditions: time 2 hour. The product is Cl.C1(=CC=CC=C1)C1(CCCC1)CC(=N)N (2-(1-phenyl-cyclopentyl)-acetamidine, hydrochloride). Isolated yield 78.6%. As a reaction SMILES: [NH4+:1].[Cl-].C[Al](C)C.[Cl:7][C:8]1[CH:13]=[CH:12][C:11]([C:14]2([CH2:19][C:20]#[N:21])[CH2:18][CH2:17][CH2:16][CH2:15]2)=[CH:10][CH:9]=1>C1(C)C=CC=CC=1>[ClH:7].[C:11]1([C:14]2([CH2:19][C:20]([NH2:21])=[NH:1])[CH2:18][CH2:17][CH2:16][CH2:15]2)[CH:12]=[CH:13][CH:8]=[CH:9][CH:10]=1 |f:0.1,5.6|. Reported procedure: To a stirred suspension of NH4Cl (5.9 g, 111.97 mmol) in toluene (200 mL) was added trimethylaluminium (2 Min toluene) (56 mL, 111.96 mmol) at 5° C. The reaction mixture was allowed to warm up to room temperature and stirred for 2 h. A solution of [1-(4-chlorophenyl)-cyclopentyl]-acetonitrile (321) (8.2 g, 37.32 mmol) in toluene (20 mL) was added to the reaction mixture at room temperature and the reaction mixture was heated at 80° C. for 14 h. After completion of the reaction, the reaction mixt... The reactants are N1CCOCC1 (morpholine), CC(CCNC(=O)N1C=CC2=CC(=CC=C12)OC1=CC(=NC=C1)NC(OC1=CC=CC=C1)=O)C (phenyl N-(4-(1-((3-methylbutyl)amino)carbonyl-1H-5-indolyl)oxy-2-pyridyl)carbamate), CC(CCNC(=O)N1C=CC2=CC(=CC=C12)OC1=CC(=NC=C1)NC(=O)N1CCC(CC1)N1CCCC1)C (N1-(3-Methylbutyl)-5-(2-(((4-(pyrrolidin-1-yl)piperidin-1-yl)carbonyl)amino)pyridin-4-yloxy)-1H-1-indolecarboxamide). Run in CN(C=O)C (N,N-dimethylformamide). Run at time 2 hour. The product is CC(CCNC(=O)N1C=CC2=CC(=CC=C12)OC1=CC(=NC=C1)NC(=O)N1CCOCC1)C (N4-(4-(1-((3-Methylbutyl)amino)carbonyl-1H-5-indolyl)oxy-2-pyridyl)-4-morpholinecarboxamide). The yield is 34.2%. Reaction SMILES: [NH:1]1[CH2:6][CH2:5][O:4][CH2:3][CH2:2]1.[CH3:7][CH:8]([CH3:40])[CH2:9][CH2:10][NH:11][C:12]([N:14]1[C:22]2[C:17](=[CH:18][C:19]([O:23][C:24]3[CH:29]=[CH:28][N:27]=[C:26]([NH:30][C:31](=O)[O:32]C4C=CC=CC=4)[CH:25]=3)=[CH:20][CH:21]=2)[CH:16]=[CH:15]1)=[O:13].CC(C)CCNC(N1C2C(=CC(OC3C=CN=C(NC(N4CCC(N5CCCC5)CC4)=O)C=3)=CC=2)C=C1)=O>CN(C)C=O>[CH3:7][CH:8]([CH3:40])[CH2:9][CH2:10][NH:11][C:12]([N:14]1[C:22]2[C:17](=[CH:18][C:19]([O:23][C:24]3[CH:29]=[CH:28][N:27]=[C:26]([NH:30][C:31]([N:1]4[CH2:6][CH2:5][O:4][CH2:3][CH2:2]4)=[O:32])[CH:25]=3)=[CH:20][CH:21]=2)[CH:16]=[CH:15]1)=[O:13]. Reported procedure: N,N-dimethylformamide (5 ml) and morpholine (0.163 ml, 1.87 mmol) were added to a mixture (0.6 g) of phenyl N-(4-(1-((3-methylbutyl)amino)carbonyl-1H-5-indolyl)oxy-2-pyridyl)carbamate and phenyl N-(4-(1-((3-methylbutyl)amino)carbonyl-1H-5-indolyl)oxy-2-pyridyl)-N-(phenoxycarbonyl)carbamate synthesized in Example 93; and the reaction mixture was stirred for 2 hours. The reaction mixture was partitioned between ethyl acetate and water; the organic layer was concentrated; and the residue was purifi... Reaction SMILES: [Br:1][C:2]1[CH:8]=[CH:7][C:5]([NH2:6])=[C:4]([CH3:9])[CH:3]=1.[H+].[B-](F)(F)(F)F.[N:16]([O-])=O.[Na+].CC([O-])=O.[K+]>O.C(Cl)(Cl)Cl>[Br:1][C:2]1[CH:3]=[C:4]2[C:5](=[CH:7][CH:8]=1)[NH:6][N:16]=[CH:9]2 |f:1.2,3.4,5.6|. The yield is 67.7%. The solvent is O (water), O (water), C(Cl)(Cl)Cl (chloroform). Reactants: BrC1=CC(=C(N)C=C1)C (4-bromo-2-methylaniline), [H+].[B-](F)(F)(F)F (HBF4), N(=O)[O-].[Na+] (NaNO2), CC(=O)[O-].[K+] (KOAc), 18-c-6. Yields the product BrC=1C=C2C=NNC2=CC1 (5-bromo-1H-indazole). Procedure: 4-bromo-2-methylaniline (5.0 g, 27 mmol) was added to a mixture of water (12.3 ml) and HBF4 (48% by weight in water, 12.3 ml, 67 mmol) in a Nalger reaction vessel cooled in an ice water bath. Then, NaNO2 (1.85 g, 27 mmol) in water (3.8 ml) was added while maintaining the temperature of the reaction around 10 C. After 15 minutes, the was then recooled in an ice water bath and filtered via a Buchner funnel. The solid was washed with cold 5% aqueous HBF4, cold MeOH (20 ml) and diethyl ether (3×10 m... Run at time 15 minute. Starting materials: [Si](C)(C)(C(C)(C)C)O[C@H]1C[C@@H](C[C@H]1CO[Si](C)(C)C(C)(C)C)NC1=NC(=NC(=C1)N)[C@@H]1[C@H](CC2=CC=CC=C12)OC (N-[(1R,3S,4S)-3-{[tert-butyl(dimethyl)silyl]oxy}-4-({[tert-butyl (dimethyl)silyl]oxy}methyl)cyclopentyl][(1R,2S)-2-methoxy-2,3-dihydro-1H-inden-1-yl]pyrimidine-4,6-diamine), CC(=O)O (AcOH), C1CCOC1 (THF). Run in O (H2O). Run at time 8 hour. Product: [Si](C)(C)(C(C)(C)C)O[C@H]1[C@H](C[C@@H](C1)NC1=NC=NC(=C1)N[C@@H]1[C@@H](CC2=CC=CC=C12)OC)CO ({(1R,2R,4S)-2-{[tert-butyl(dimethyl)silyl]oxy}-4-[(6-{[(1S,2R)-2-methoxy-2,3-dihydro-1H-inden-1-yl]amino}pyrimidin-4-yl)amino]cyclopentyl}methanol). The yield is 74.0%. RXN SMILES: [Si:1]([O:8][C@@H:9]1[C@H:13]([CH2:14][O:15][Si](C(C)(C)C)(C)C)[CH2:12][C@@H:11]([NH:23][C:24]2[CH:29]=[C:28]([NH2:30])[N:27]=[C:26]([C@H]3C4C(=CC=CC=4)C[C@@H]3OC)[N:25]=2)[CH2:10]1)([C:4]([CH3:7])([CH3:6])[CH3:5])([CH3:3])[CH3:2].[CH3:42][C:43](O)=O.[CH2:46]1[CH2:50][O:49][CH2:48][CH2:47]1>O>[Si:1]([O:8][C@@H:9]1[CH2:10][C@@H:11]([NH:23][C:24]2[CH:29]=[C:28]([NH:30][C@H:46]3[C:47]4[C:10](=[CH:9][CH:13]=[CH:43][CH:42]=4)[CH2:11][C@H:50]3[O:49][CH3:48])[N:27]=[CH:26][N:25]=2)[CH2:12][C@@H:13]1[CH2:14][OH:15])([C:4]([CH3:7])([CH3:5])[CH3:6])([CH3:3])[CH3:2]. Procedure details: To a solution of N-[(1R,3S,4S)-3-{[tert-butyl(dimethyl)silyl]oxy}-4-({[tert-butyl (dimethyl)silyl]oxy}methyl)cyclopentyl][(1R,2S)-2-methoxy-2,3-dihydro-1H-inden-1-yl]pyrimidine-4,6-diamine (0.188 g, 0.314 mmol) in THF (1.70 mL) and H2O (1.70 mL) was added AcOH (5.08 mL). The solution was stirred overnight then concentrated in vacuo and purified by flash chromatography (0 to 5% MeOH/EtOAc) to obtain the title compound (0.112 g, 74%). LC/MS: Rt=1.46 min, ES+ 485 (Formic Acid).